From a dataset of the Open Reaction Database (ORD), a public repository of structured organic reaction records. describe an organic reaction: reactants, conditions, products, and yield Reactants: BrBr, ClCCl, COC(=O)c1ccc(C)c(O)c1. The product is COC(=O)c1cc(O)c(C)cc1Br. Reaction SMILES: [Br:13][Br:14].[Cl:15][CH2:16][Cl:17].[OH:1][c:2]1[cH:3][c:4]([C:5](=[O:6])[O:7][CH3:8])[cH:9][cH:10][c:11]1[CH3:12]>>[OH:1][c:2]1[cH:3][c:4]([C:5](=[O:6])[O:7][CH3:8])[c:9]([Br:13])[cH:10][c:11]1[CH3:12]. The reactants are CN(C)CCCC1CCCCN1, CC(C)=O, CCOC(C)=O, O=C1Nc2cccnc2N(C(=O)Cl)c2ccccc21. Yields the product CN(C)CCCC1CCCCN1C(=O)N1c2ccccc2C(=O)Nc2cccnc21. As a reaction SMILES: [CH3:20][N:21]([CH2:22][CH2:23][CH2:24][CH:25]1[NH:26][CH2:27][CH2:28][CH2:29][CH2:30]1)[CH3:31].[CH3:32][C:33](=[O:34])[CH3:35].[CH3:36][CH2:37][O:38][C:39](=[O:40])[CH3:41].[Cl:1][C:2](=[O:3])[N:4]1[c:5]2[c:6]([cH:16][cH:17][cH:18][n:19]2)[NH:7][C:8](=[O:15])[c:9]2[c:10]1[cH:11][cH:12][cH:13][cH:14]2>>[C:2](=[O:3])([N:4]1[c:5]2[c:6]([cH:16][cH:17][cH:18][n:19]2)[NH:7][C:8](=[O:15])[c:9]2[c:10]1[cH:11][cH:12][cH:13][cH:14]2)[N:26]1[CH:25]([CH2:24][CH2:23][CH2:22][N:21]([CH3:20])[CH3:31])[CH2:30][CH2:29][CH2:28][CH2:27]1. Starting materials: O=C([O-])[O-], C1CNCCN1, CC#N, Clc1ccc(I)cn1, [K+], [K+]. Product: Ic1ccc(N2CCNCC2)nc1. As a reaction SMILES: [C:7](=[O:8])([O-:9])[O-:10].[CH2:1]1[CH2:2][NH:3][CH2:4][CH2:5][NH:6]1.[CH3:21][C:22]#[N:23].[Cl:13][c:14]1[n:15][cH:16][c:17]([I:20])[cH:18][cH:19]1.[K+:11].[K+:12]>>[CH2:1]1[CH2:2][N:3]([c:14]2[n:15][cH:16][c:17]([I:20])[cH:18][cH:19]2)[CH2:4][CH2:5][NH:6]1. Conditions: time 16 hour. RXN SMILES: [NH2:1][C:2]1[CH:7]=[C:6]([F:8])[CH:5]=[CH:4][C:3]=1[C:9]1[CH:14]=[CH:13][C:12]([C:15]([O:17][CH3:18])=[O:16])=[CH:11][CH:10]=1.[C:19](Cl)(Cl)=[O:20].[CH:23]([N:26](CC)[CH:27](C)C)(C)C.CNC>ClCCl.C1(C)C=CC=CC=1.C1COCC1>[CH3:23][N:26]([CH3:27])[C:19]([NH:1][C:2]1[CH:7]=[C:6]([F:8])[CH:5]=[CH:4][C:3]=1[C:9]1[CH:14]=[CH:13][C:12]([C:15]([O:17][CH3:18])=[O:16])=[CH:11][CH:10]=1)=[O:20]. The reactants are CNC (dimethylamine), NC1=C(C=CC(=C1)F)C1=CC=C(C=C1)C(=O)OC (methyl 2′-amino-4′-fluoro(1,1′-biphenyl)-4-carboxylate), C(=O)(Cl)Cl (phosgene), C(C)(C)N(C(C)C)CC (N,N-diisopropylethylamine). Run in C1CCOC1 (THF), ClCCl (dichloromethane), C1(=CC=CC=C1)C (toluene). Yields the product CN(C(=O)NC1=C(C=CC(=C1)F)C1=CC=C(C=C1)C(=O)OC)C (methyl 2′-(((dimethylamino)carbonyl)amino)-4′-fluoro(1,1′-biphenyl)-4-carboxylate). Reported procedure: A room temperature solution of Example 43A (100 mg, 0.41 mmol) in dichloromethane (2 mL) was treated with 1.9M phosgene in toluene (0.26 mL) and N,N-diisopropylethylamine (0.2 mL, 1.2 mmol), stirred for 16 hours, treated with 2M dimethylamine in THF (0.5 mL), stirred for 1 hour, and concentrated. The concentrate was purified by flash column chromatography on silica gel with 50% ethyl acetate/hexanes to provide the desired product. The reactants are E9, FC=1C=C(C=C(C1OC1=CC(=NC=C1)C(F)(F)F)F)CO ((3,5-difluoro-4-((2-(trifluoromethyl)pyridin-4-yl)oxy)phenyl)methanol), ClC=1C=C2N(C(N1)=O)C[C@@H](N2C)C ((S)-7-chloro-1,2-dimethyl-2,3-dihydroimidazo[1,2-c]pyrimidin-5(1H)-one). The product is FC=1C=C(COC=2C=C3N(C(N2)=O)C[C@@H](N3C)C)C=C(C1OC1=CC(=NC=C1)C(F)(F)F)F ((S)-7-((3,5-difluoro-4-((2-(trifluoromethyl)pyridin-4-yl)oxy)benzyl)oxy)-1,2-dimethyl-2,3-dihydroimidazo[1,2-c]pyrimidin-5(1H)-one). RXN SMILES: [F:1][C:2]1[CH:3]=[C:4]([CH2:20][OH:21])[CH:5]=[C:6]([F:19])[C:7]=1[O:8][C:9]1[CH:14]=[CH:13][N:12]=[C:11]([C:15]([F:18])([F:17])[F:16])[CH:10]=1.Cl[C:23]1[CH:24]=[C:25]2[N:32]([CH3:33])[C@@H:31]([CH3:34])[CH2:30][N:26]2[C:27](=[O:29])[N:28]=1>>[F:1][C:2]1[CH:3]=[C:4]([CH:5]=[C:6]([F:19])[C:7]=1[O:8][C:9]1[CH:14]=[CH:13][N:12]=[C:11]([C:15]([F:16])([F:17])[F:18])[CH:10]=1)[CH2:20][O:21][C:23]1[CH:24]=[C:25]2[N:32]([CH3:33])[C@@H:31]([CH3:34])[CH2:30][N:26]2[C:27](=[O:29])[N:28]=1. Procedure: The title compound was prepared by a procedure similar to that described for E9 starting from (3,5-difluoro-4-((2-(trifluoromethyl)pyridin-4-yl)oxy)phenyl)methanol and (S)-7-chloro-1,2-dimethyl-2,3-dihydroimidazo[1,2-c]pyrimidin-5(1H)-one.